Dataset: the Open Reaction Database (ORD), a public repository of structured organic reaction records. Task: describe an organic reaction: reactants, conditions, products, and yield The reactants are C(C=C)OC(=O)O[C@H](C)[C@@H]1[C@@H]2N(C(=C([C@@H]2C)CO)C(=O)OCC=C)C1=O (allyl (1S,5R,6S)-6-[(1R)-1-allyloxycarbonyloxyethyl]-2-hydroxymethyl-1-methyl-1-carbapen-2-em-3-carboxylate), C(N)(=O)C1=CN2C(S1)=CN=C2 (2-carbamoylimidazo[5,1-b]thiazole). Yields the product O[C@H](C)[C@@H]1[C@@H]2N(C(=C([C@@H]2C)CN2C=[N+]3C(SC(=C3)C(N)=O)=C2)C(=O)[O-])C1=O ((1S,5R,6S)-6-[(1R)-1-hydroxyethyl]-2-(2-carbamoylimidazo[5,1-b]thiazolium-6-yl)methyl-1-methyl-1-carbapen-2-em-3-carboxylate). Yield: 6.5%. Reaction SMILES: C(OC([O:7][C@@H:8]([C@H:10]1[C:25](=[O:26])[N:12]2[C:13]([C:19]([O:21]CC=C)=[O:20])=[C:14]([CH2:17]O)[C@H:15]([CH3:16])[C@H:11]12)[CH3:9])=O)C=C.[C:27]([C:30]1[S:34][C:33]2=[CH:35][N:36]=[CH:37][N:32]2[CH:31]=1)(=[O:29])[NH2:28]>>[OH:7][C@@H:8]([C@H:10]1[C:25](=[O:26])[N:12]2[C:13]([C:19]([O-:21])=[O:20])=[C:14]([CH2:17][N:36]3[CH:35]=[C:33]4[S:34][C:30]([C:27](=[O:29])[NH2:28])=[CH:31][N+:32]4=[CH:37]3)[C@H:15]([CH3:16])[C@H:11]12)[CH3:9]. Procedure details: The same procedure as in Example 1 was repeated except that 107 mg of allyl (1S,5R,6S)-6-[(1R)-1-allyloxycarbonyloxyethyl]-2-hydroxymethyl-1-methyl-1-carbapen-2-em-3-carboxylate and 74 mg of 2-carbamoylimidazo[5,1-b]thiazole were used, thereby obtaining 7.4 mg of the title compound. Reactants: O=C1CC[C@@H](N1C(=O)OC(C)(C)C)C(=O)OCC (1-(1,1-dimethylethyl) 2-ethyl (2R)-5-oxo-1,2-pyrrolidinedicarboxylate), C1(=CC=CC=C1)COC1=CC=C(C=C1)I (4-iodophenyl phenylmethyl ether). Product: CC(C)(C)OC(=O)N[C@@H](C(=O)OCC)CCC(C1=CC=C(C=C1)OCC1=CC=CC=C1)=O (Ethyl (2R)-2-({[(1,1-dimethylethyl)oxy]carbonyl}amino)-5-oxo-5-{4-[(phenylmethyl)oxy]phenyl}pentanoate). RXN SMILES: [O:1]=[C:2]1[N:6]([C:7]([O:9][C:10]([CH3:13])([CH3:12])[CH3:11])=[O:8])[C@@H:5]([C:14]([O:16][CH2:17][CH3:18])=[O:15])[CH2:4][CH2:3]1.[C:19]1([CH2:25][O:26][C:27]2[CH:32]=[CH:31][C:30](I)=[CH:29][CH:28]=2)[CH:24]=[CH:23][CH:22]=[CH:21][CH:20]=1>>[CH3:11][C:10]([O:9][C:7]([NH:6][C@H:5]([CH2:4][CH2:3][C:2](=[O:1])[C:30]1[CH:31]=[CH:32][C:27]([O:26][CH2:25][C:19]2[CH:24]=[CH:23][CH:22]=[CH:21][CH:20]=2)=[CH:28][CH:29]=1)[C:14]([O:16][CH2:17][CH3:18])=[O:15])=[O:8])([CH3:13])[CH3:12]. Reported procedure: The title compound was synthesized (2.9 g, 16%) following a similar procedure as set out earlier in Description 2 starting from 1-(1,1-dimethylethyl) 2-ethyl (2R)-5-oxo-1,2-pyrrolidinedicarboxylate (D16, 10.5 g 40.8 mmol) and 4-iodophenyl phenylmethyl ether (13.34 g, 43 mmol); Rt (HPLC): 6.37 min; MS: (ES/+) 464 m/z: [M+Na+], C25H31NO6 requires 441; 1H NMR (400 MHz, DMSO-d6) δ (ppm): 7.92 (d, 2H); 7.29-7.45 (m, 5H); 6.99 (d, 2H); 5.18 (bs, 1H); 5.12 (s, 2H); 4.29-4.4 (bm, 1H); 4.20 (q, 2H); 2.94... Product: O=C(O)C1CCC(=O)N1Cc1ccccc1. Reaction SMILES: [CH2:1]([c:2]1[cH:3][cH:4][cH:5][cH:6][cH:7]1)[NH:8][CH:9]([CH2:10][CH2:11][C:12](=[O:13])[OH:14])[C:15](=[O:16])[OH:17].[OH2:18]>>[CH2:1]([c:2]1[cH:3][cH:4][cH:5][cH:6][cH:7]1)[N:8]1[CH:9]([C:15](=[O:16])[OH:17])[CH2:10][CH2:11][C:12]1=[O:13]. The reactants are O=C(O)CCC(NCc1ccccc1)C(=O)O, O. Reactants: S(=O)(=O)(OC)OC (dimethyl sulfate), S(=O)(=O)(OC)OC (dimethyl sulfate), [Cl-].[Na+] (sodium chloride), N1=CC(=CC=C1)N=NC1=C(C=CC2=CC=CC=C12)O (1-(3-pyridylazo)-2-naphthol), crude product, S(=O)(=O)(OC)OC (dimethyl sulfate), substrate base. Conditions: temperature 35 celsius, time 60 minute. Yields the product COS(=O)(=O)[O-].OC1=C(C2=CC=CC=C2C=C1)N=NC=1C=[N+](C=CC1)C (3-(2-Hydroxy-1-Naphthylazo)-1-Methyl Pyridinium Methyl Sulfate). Isolated yield 95.0%. Reaction SMILES: [Cl-].[Na+].[N:3]1[CH:8]=[CH:7][CH:6]=[C:5]([N:9]=[N:10][C:11]2[C:20]3[C:15](=[CH:16][CH:17]=[CH:18][CH:19]=3)[CH:14]=[CH:13][C:12]=2[OH:21])[CH:4]=1.[S:22]([O:27]C)([O:25][CH3:26])(=[O:24])=[O:23]>>[CH3:26][O:25][S:22]([O-:27])(=[O:24])=[O:23].[OH:21][C:12]1[CH:13]=[CH:14][C:15]2[C:20](=[CH:19][CH:18]=[CH:17][CH:16]=2)[C:11]=1[N:10]=[N:9][C:5]1[CH:4]=[N+:3]([CH3:26])[CH:8]=[CH:7][CH:6]=1 |f:0.1,4.5|. Procedure details: A mixture of 50.25 pounds of sodium chloride and 37 pounds (67.5 moles) or 1-(3-pyridylazo)-2-naphthol was blended in a 4.6 ft.3Littleford-Lodige precision blender and 18.75 pounds (67.5 moles) of dimethyl sulfate added thereto over a period of about 60 minutes in nine portions. The temperature of the reaction was maintained at about 35° C and the mixture blended for about 1 hour after addition of the dimethyl sulfate was complete. The crude product weighed 100 pounds (95% yield) and contained l...